This data is from the Open Reaction Database (ORD), a public repository of structured organic reaction records. The task is: describe an organic reaction: reactants, conditions, products, and yield The reactants are Fc1cc(Br)cc(OCc2ccccc2)c1F, CCOC(=O)CC(=O)OCC, O=C([O-])[O-], CCOC(C)=O, [Cs+], [Cs+], C1COCCO1, O. The product is CCOC(=O)Cc1cc(F)c(F)c(OCc2ccccc2)c1. As a reaction SMILES: [Br:1][c:2]1[cH:3][c:4]([O:10][CH2:11][c:12]2[cH:13][cH:14][cH:15][cH:16][cH:17]2)[c:5]([F:9])[c:6]([F:8])[cH:7]1.[C:18]([CH2:19][C:20](=[O:21])[O:22][CH2:23][CH3:24])([O:25][CH2:26][CH3:27])=[O:28].[C:29](=[O:30])([O-:31])[O-:32].[CH3:41][CH2:42][O:43][C:44]([CH3:45])=[O:46].[Cs+:33].[Cs+:34].[O:35]1[CH2:36][CH2:37][O:38][CH2:39][CH2:40]1.[OH2:47]>>[c:2]1([CH2:19][C:20](=[O:21])[O:22][CH2:23][CH3:24])[cH:3][c:4]([O:10][CH2:11][c:12]2[cH:13][cH:14][cH:15][cH:16][cH:17]2)[c:5]([F:9])[c:6]([F:8])[cH:7]1. Reactants: [O-]S(=O)S(=O)[O-].[Na+].[Na+] (Na2S2O4), NC1=NC=C(C(=C1[N+](=O)[O-])N1CCC(CC1)CC(=O)NC=1SC=CN1)Br (2-(1-(2-amino-5-bromo-3-nitropyridin-4-yl)piperidin-4-yl)-N-(thiazol-2-yl)acetamide), aqueous solution, CN(C1=CC=C(C=O)C=C1)C (4-dimethylaminobenzaldehyde). The solvent is C(C)O (ethanol). Run at temperature 80 celsius, time 18 hour. Yields the product BrC=1C(=C2C(=NC1)NC(=N2)C2=CC=C(C=C2)N(C)C)N2CCC(CC2)CC(=O)NC=2SC=CN2 (2-{1-[6-Bromo-2-(4-dimethylamino-phenyl)-3H-imidazo[4,5-b]pyridin-7-yl]-piperidin-4-yl}-N-thiazol-2-yl-acetamide). RXN SMILES: [NH2:1][C:2]1[C:7]([N+:8]([O-])=O)=[C:6]([N:11]2[CH2:16][CH2:15][CH:14]([CH2:17][C:18]([NH:20][C:21]3[S:22][CH:23]=[CH:24][N:25]=3)=[O:19])[CH2:13][CH2:12]2)[C:5]([Br:26])=[CH:4][N:3]=1.[CH3:27][N:28]([CH3:37])[C:29]1[CH:36]=[CH:35][C:32]([CH:33]=O)=[CH:31][CH:30]=1.[O-]S(S([O-])=O)=O.[Na+].[Na+]>C(O)C>[Br:26][C:5]1[C:6]([N:11]2[CH2:16][CH2:15][CH:14]([CH2:17][C:18]([NH:20][C:21]3[S:22][CH:23]=[CH:24][N:25]=3)=[O:19])[CH2:13][CH2:12]2)=[C:7]2[N:8]=[C:33]([C:32]3[CH:35]=[CH:36][C:29]([N:28]([CH3:37])[CH3:27])=[CH:30][CH:31]=3)[NH:1][C:2]2=[N:3][CH:4]=1 |f:2.3.4|. Procedure details: To a mixture of 2-(1-(2-amino-5-bromo-3-nitropyridin-4-yl)piperidin-4-yl)-N-(thiazol-2-yl)acetamide (0.110 g, 0.25 mmol) and ethanol (6 ml) was added 4-dimethylaminobenzaldehyde (0.049 g, 0.32 mmol) followed by a freshly prepared 1M aqueous solution of Na2S2O4 (1.0 ml, 1.0 mmol). The reaction mixture was stirred at 80° C. for 18 h, then allowed to cool to room temperature and concentrated in vacuo. The residue was absorbed on silica gel, and the free-running powder was placed on a 10 g silica is... Starting materials: C(C)(C)(C)OC(=O)N1C(C(CCC1)O)C1=CC=CC=C1 (1-t-butyloxycarbonyl-3-hydroxy-2-phenylpiperidine), BrCC1=CC(=CC=C1)C#N (α-bromo-m-tolunitrile). The product is C(C)(C)(C)OC(=O)N1[C@@H]([C@@H](CCC1)OCC1=CC(=CC=C1)C#N)C1=CC=CC=C1 ((2R*,3R*)-1-t-Butyloxycarbonyl-3-((3-cyanophenyl)methyloxy)-2-phenylpiperidine). As a reaction SMILES: [C:1]([O:5][C:6]([N:8]1[CH2:13][CH2:12][CH2:11][CH:10]([OH:14])[CH:9]1[C:15]1[CH:20]=[CH:19][CH:18]=[CH:17][CH:16]=1)=[O:7])([CH3:4])([CH3:3])[CH3:2].Br[CH2:22][C:23]1[CH:28]=[CH:27][CH:26]=[C:25]([C:29]#[N:30])[CH:24]=1>>[C:1]([O:5][C:6]([N:8]1[CH2:13][CH2:12][CH2:11][C@@H:10]([O:14][CH2:22][C:23]2[CH:28]=[CH:27][CH:26]=[C:25]([C:29]#[N:30])[CH:24]=2)[C@H:9]1[C:15]1[CH:20]=[CH:19][CH:18]=[CH:17][CH:16]=1)=[O:7])([CH3:4])([CH3:2])[CH3:3]. Procedure: This compound was prepared from 1-t-butyloxycarbonyl-3-hydroxy-2-phenylpiperidine (Description 1c) and α-bromo-m-tolunitrile according to the procedure described in Example 1d. 1H NMR (360 MHz, CDCl3) δ 1.49 (9H, s, (CH3)3), 1.6-1.72 (2H, m), 1.87-1.99 (2H, m), 2.72 (1H, dt, J=13, 4 Hz, NCHH), 3.80-3.95 (2H, m, CHO+NCHH), 4.65 (2H, q, J=12 Hz, OCH2), 5.69 (1H, brs, CHPh), 7.1-7.5 (9H, m, ArH). Starting materials: C(C)NS(=O)(=O)C1=CC=C2C(C(=O)OC(N2)=O)=C1 (5-(N-Ethylsulfamoyl)-isatoic anhydride), ClC1=C(C(=O)O)C=C(C=C1)S(=O)(=O)Cl (2-chloro-5-chlorosulfonyl-benzoic acid). Reaction SMILES: [CH2:1]([NH:3][S:4]([C:7]1[CH:18]=[C:11]2[C:12]([O:14]C(=O)[NH:16][C:10]2=[CH:9][CH:8]=1)=[O:13])(=[O:6])=[O:5])[CH3:2].[Cl:19]C1C=CC(S(Cl)(=O)=O)=CC=1C(O)=O>>[CH2:1]([NH:3][S:4]([C:7]1[CH:8]=[CH:9][C:10]([Cl:19])=[C:11]([CH:18]=1)[C:12]([OH:14])=[O:13])(=[O:6])=[O:5])[CH3:2].[CH2:1]([NH:3][S:4]([C:7]1[CH:18]=[C:11]([C:12]([OH:14])=[O:13])[C:10]([NH2:16])=[CH:9][CH:8]=1)(=[O:6])=[O:5])[CH3:2]. The product is C(C)NS(=O)(=O)C=1C=CC(=C(C(=O)O)C1)Cl (5-(N-ethylsulfamoyl)-2-chloro-benzoic acid), C(C)NS(=O)(=O)C1=CC=C(C(C(=O)O)=C1)N (5-(N-ethylsulfamoyl)-anthranilic acid). Reported procedure: 5-(N-Ethylsulfamoyl)-isatoic anhydride, which is to be used as the starting material, can be obtained, for example, in a manner analogous to that described in Example 1, using 2-chloro-5-chlorosulfonyl-benzoic acid as the starting material, the product being obtained via 5-(N-ethylsulfamoyl)-2-chloro-benzoic acid with a melting point of 186°-190° and 5-(N-ethylsulfamoyl)-anthranilic acid with a melting point of 190°-192°; the product melts at 253°-255°.